Dataset: the Open Reaction Database (ORD), a public repository of structured organic reaction records. Task: describe an organic reaction: reactants, conditions, products, and yield The reactants are CC(C)(N)c1ccccc1, C[Al](C)C, Cc1ccccc1, O, O=C(O)CC(O)(CC(=O)O)C(=O)O, CCOC(=O)c1nccs1. Product: CC(C)(NC(=O)c1nccs1)c1ccccc1. RXN SMILES: [C:1]([CH3:2])([CH3:3])([c:4]1[cH:5][cH:6][cH:7][cH:8][cH:9]1)[NH2:10].[CH3:11][Al:12]([CH3:13])[CH3:14].[CH3:38][c:39]1[cH:40][cH:41][cH:42][cH:43][cH:44]1.[OH2:45].[OH:25][C:26]([CH2:27][C:28]([C:29](=[O:30])[OH:31])([CH2:32][C:33](=[O:34])[OH:35])[OH:36])=[O:37].[s:15]1[c:16]([C:20](=[O:21])[O:22][CH2:23][CH3:24])[n:17][cH:18][cH:19]1>>[C:1]([CH3:2])([CH3:3])([c:4]1[cH:5][cH:6][cH:7][cH:8][cH:9]1)[NH:10][C:20]([c:16]1[s:15][cH:19][cH:18][n:17]1)=[O:21]. The reactants are C(C)(C)C=1N=CSC1 (4-isopropylthiazole), [Li]CCCC (nBuLi), O (Water), C(CCC)[Sn](CCCC)(CCCC)Cl (tri-n-butyltinchloride). The solvent is C1CCOC1 (THF). Conditions: temperature -78 celsius, time 1 hour. Product: C(C)(C)C=1N=C(SC1)[Sn](CCCC)(CCCC)CCCC (4-isopropyl-2-tributylstannanyl-thiazole). The yield is 55.0%. RXN SMILES: [CH:1]([C:4]1[N:5]=[CH:6][S:7][CH:8]=1)([CH3:3])[CH3:2].[Li]CCCC.[CH2:14]([Sn:18](Cl)([CH2:23][CH2:24][CH2:25][CH3:26])[CH2:19][CH2:20][CH2:21][CH3:22])[CH2:15][CH2:16][CH3:17].O>C1COCC1>[CH:1]([C:4]1[N:5]=[C:6]([Sn:18]([CH2:19][CH2:20][CH2:21][CH3:22])([CH2:23][CH2:24][CH2:25][CH3:26])[CH2:14][CH2:15][CH2:16][CH3:17])[S:7][CH:8]=1)([CH3:3])[CH3:2]. Procedure details: To a stirred solution of 4-isopropylthiazole (9 g, 71 mmol) in anhydrous THF (100 mL) at −78° C. was added nBuLi (40 mL, 99 mmol). The reaction was stirred for 1 hr and the temperature reached −40° C. The reaction mixture was cooled to −78° C. and tri-n-butyltinchloride (23 g, 71 mmol) was added. The reaction mixture was stirred at room temperature for 48 hrs. Water was added and solvent was evaporated under reduced pressure. The residue was partioned between water and EtOAc. Organics were dried... Reactants: FC=1C=C(C=CC1)C=1C=C2C(=NC1)NC(C2)=O (5-(3-Fluoro-phenyl)-1,3-dihydro-pyrrolo[2,3-b]pyridin-2-one), P(=O)(Cl)(Cl)Cl (P(O)Cl3). The solvent is CC=1C=CC(=CC1)C (p-xylene). Conditions: temperature 102.5 celsius, time 4 hour. Yields the product ClC1=CC=2C(=NC=C(C2)C2=CC(=CC=C2)F)N1 (2-Chloro-5-(3-fluoro-phenyl)-1H-pyrrolo[2,3-b]pyridine). The yield is 56.3%. RXN SMILES: [F:1][C:2]1[CH:3]=[C:4]([C:8]2[CH:9]=[C:10]3[CH2:16][C:15](=O)[NH:14][C:11]3=[N:12][CH:13]=2)[CH:5]=[CH:6][CH:7]=1.P(Cl)(Cl)([Cl:20])=O>CC1C=CC(C)=CC=1>[Cl:20][C:15]1[NH:14][C:11]2=[N:12][CH:13]=[C:8]([C:4]3[CH:5]=[CH:6][CH:7]=[C:2]([F:1])[CH:3]=3)[CH:9]=[C:10]2[CH:16]=1. Procedure: A suspension of 5 (16.52 g, 72.4 mmol) in neat P(O)Cl3 (21.5 mL, 0.231 mol) was stirred at 100-105° C. for 4 h. The mixture was then cooled to rt., diluted with p-xylene (100 mL) and concentrated to dryness in vacuum. The residue was separated between saturated aqueous NaHCO3— AcOEt. 10% aqueous solution of Na2CO3 was added to basify the aqueous layer to pH 9. Organic phase was separated and the aqueous layer was extracted with AcOEt (8×300 mL). Combined organic solutions were dried MgSO4, conce... Product: CC(C)(C)OC(=O)NC1CCN(CCn2c(=O)ccc3c(F)cc(Br)cc32)CC1. As a reaction SMILES: [Br:14][c:15]1[cH:16][c:17]([F:26])[c:18]2[cH:19][cH:20][c:21](=[O:25])[nH:22][c:23]2[cH:24]1.[Br:1][c:2]1[cH:3][c:4]([F:5])[cH:6][c:7]2[c:8]1[cH:9][cH:10][c:11](=[O:12])[nH:13]2.[CH3:29][S:30]([O:31][CH2:34][CH2:35][N:36]1[CH2:37][CH2:38][CH:39]([NH:42][C:43](=[O:44])[O:45][C:46]([CH3:47])([CH3:48])[CH3:49])[CH2:40][CH2:41]1)(=[O:32])=[O:33].[CH3:78][CH2:79][O:80][C:81](=[O:82])[CH3:83].[F:50][c:51]1[cH:52][c:53]2[c:54]([n:55][cH:56][c:57](=[O:58])[n:59]2[CH2:60][CH2:61][N:62]2[CH2:63][CH2:64][CH:65]([NH:66][C:67](=[O:68])[O:69][C:70]([CH3:71])([CH3:72])[CH3:73])[CH2:74][CH2:75]2)[cH:76][cH:77]1.[H-:27].[Na+:28]>>[Br:14][c:15]1[cH:16][c:17]([F:26])[c:18]2[cH:19][cH:20][c:21](=[O:25])[n:22]([CH2:34][CH2:35][N:36]3[CH2:37][CH2:38][CH:39]([NH:42][C:43](=[O:44])[O:45][C:46]([CH3:47])([CH3:48])[CH3:49])[CH2:40][CH2:41]3)[c:23]2[cH:24]1. Reactants: O=c1ccc2c(F)cc(Br)cc2[nH]1, O=c1ccc2c(Br)cc(F)cc2[nH]1, CC(C)(C)OC(=O)NC1CCN(CCOS(C)(=O)=O)CC1, CCOC(C)=O, CC(C)(C)OC(=O)NC1CCN(CCn2c(=O)cnc3ccc(F)cc32)CC1, [H-], [Na+].